From a dataset of the Open Reaction Database (ORD), a public repository of structured organic reaction records. describe an organic reaction: reactants, conditions, products, and yield Reactants: [BH3-]C#N, CC(C)(C)OC(=O)N1CCC(c2ccc(S(=O)(=O)c3ccc(O[Si](C)(C)C(C)(C)C)cc3)cc2)C1, C=O, ClCCl, [Na+], O=C(O)C(F)(F)F. Yields the product CN1CCC(c2ccc(S(=O)(=O)c3ccc(O[Si](C)(C)C(C)(C)C)cc3)cc2)C1. As a reaction SMILES: [C:45]([BH3-:46])#[N:47].[C:8]([O:9][C:13](=[O:10])[N:15]1[CH2:16][CH:17]([c:20]2[cH:21][cH:22][c:23]([S:26](=[O:27])(=[O:28])[c:29]3[cH:30][cH:31][c:32]([O:35][Si:36]([CH3:37])([CH3:38])[C:39]([CH3:40])([CH3:41])[CH3:42])[cH:33][cH:34]3)[cH:24][cH:25]2)[CH2:18][CH2:19]1)([CH3:11])([CH3:12])[CH3:14].[CH2:43]=[O:44].[Cl:49][CH2:50][Cl:51].[Na+:48].[OH:1][C:2]([C:3]([F:4])([F:5])[F:6])=[O:7]>>[CH3:13][N:15]1[CH2:16][CH:17]([c:20]2[cH:21][cH:22][c:23]([S:26](=[O:27])(=[O:28])[c:29]3[cH:30][cH:31][c:32]([O:35][Si:36]([CH3:37])([CH3:38])[C:39]([CH3:40])([CH3:41])[CH3:42])[cH:33][cH:34]3)[cH:24][cH:25]2)[CH2:18][CH2:19]1. The reactants are O(C1=CC=CC=C1)C(=O)N1CCC2(CC1)SC(C1=C2C=CC=C1)C1=CC=CC=C1 (1,3-dihydro-1'-phenoxycarbonyl-3-phenylspiro[benzo(c)thiophene-1,4'-piperidine]), [OH-].[K+] (potassium hydroxide). Run in C(CO)O (ethylene glycol), O (water). Conditions: temperature 155 celsius. Product: C1(=CC=CC=C1)C1C2=C(C=CC=C2)C2(CCNCC2)S1 (1,3-dihydro-3-phenylspiro[benzo(c)thiophene-1,4'-piperidine]). RXN SMILES: O(C([N:10]1[CH2:15][CH2:14][C:13]2([C:19]3[CH:20]=[CH:21][CH:22]=[CH:23][C:18]=3[CH:17]([C:24]3[CH:29]=[CH:28][CH:27]=[CH:26][CH:25]=3)[S:16]2)[CH2:12][CH2:11]1)=O)C1C=CC=CC=1.[OH-].[K+]>C(O)CO.O>[C:24]1([CH:17]2[S:16][C:13]3([CH2:12][CH2:11][NH:10][CH2:15][CH2:14]3)[C:19]3[CH:20]=[CH:21][CH:22]=[CH:23][C:18]2=3)[CH:25]=[CH:26][CH:27]=[CH:28][CH:29]=1 |f:1.2|. Procedure: A mixture of 3.0 g of 1,3-dihydro-1'-phenoxycarbonyl-3-phenylspiro[benzo(c)thiophene-1,4'-piperidine], Example 3, 8.0 g of potassium hydroxide pellets in 50 ml of ethylene glycol is stirred at 155° C. until a clear solution results. The solution is permitted to cool, diluted with water and the biphasic mixture extracted thrice with chloroform. The combined chloroform extracts are washed carefully with water and dried and the chloroform removed leaving a solid residue. The residue is recrystalliz...